From a dataset of the Open Reaction Database (ORD), a public repository of structured organic reaction records. describe an organic reaction: reactants, conditions, products, and yield Procedure: A solution of methanethiol (1.7 g, 35.3 mmol) in tetrahydrofuran is added to a solution of potassium tertbutoxide (4.0 g, 35.7 mmol) in tetrahydrofuran at 0° C. A solution of 2-chloro-2'-methoxy-5-nitrobenzophenone (10.0 g, 34.3 mmol) is added portionwise to the cold reaction mixture. The reaction mixture is then warmed to and stirred at room temperature overnight and diluted with ice. The resultant aqueous mixture is filtered to give the title product as a yellow solid (9.9 g, mp 119°-122° C.). Yield: 95.2%. Yields the product COC1=C(C=CC=C1)C(C1=C(C=CC(=C1)[N+](=O)[O-])SC)=O (2'-Methoxy-2-(methylthio)-5-nitrobenzophenone). Starting materials: ClC1=C(C(=O)C2=C(C=CC=C2)OC)C=C(C=C1)[N+](=O)[O-] (2-chloro-2'-methoxy-5-nitrobenzophenone), CS (methanethiol), CC(C)([O-])C.[K+] (potassium tertbutoxide). As a reaction SMILES: [CH3:1][SH:2].CC(C)([O-])C.[K+].Cl[C:10]1[CH:25]=[CH:24][C:23]([N+:26]([O-:28])=[O:27])=[CH:22][C:11]=1[C:12]([C:14]1[CH:19]=[CH:18][CH:17]=[CH:16][C:15]=1[O:20][CH3:21])=[O:13]>O1CCCC1>[CH3:21][O:20][C:15]1[CH:16]=[CH:17][CH:18]=[CH:19][C:14]=1[C:12](=[O:13])[C:11]1[CH:22]=[C:23]([N+:26]([O-:28])=[O:27])[CH:24]=[CH:25][C:10]=1[S:2][CH3:1] |f:1.2|. The solvent is O1CCCC1 (tetrahydrofuran), O1CCCC1 (tetrahydrofuran). Reaction conditions: time 8 hour. The reactants are FC=1C=C(C=C(C1O)F)C=1C=C2C=CC(=CC2=CC1)O (6-(3,5-difluoro-4-hydroxyphenyl)-2-naphthol), C1CC(=O)N(C1=O)Cl (NCS). Run in C1CCOC1 (THF). Yields the product ClC1=C(C=CC2=CC(=CC=C12)C1=CC(=C(C(=C1)F)O)F)O (1-Chloro-6-(3,5-difluoro-4-hydroxyphenyl)-2-naphthol), grey solid. Yield: 78.0%. As a reaction SMILES: [F:1][C:2]1[CH:3]=[C:4]([C:10]2[CH:11]=[C:12]3[C:17](=[CH:18][CH:19]=2)[CH:16]=[C:15]([OH:20])[CH:14]=[CH:13]3)[CH:5]=[C:6]([F:9])[C:7]=1[OH:8].C1C(=O)N([Cl:28])C(=O)C1>C1COCC1>[Cl:28][C:16]1[C:17]2[C:12](=[CH:11][C:10]([C:4]3[CH:3]=[C:2]([F:1])[C:7]([OH:8])=[C:6]([F:9])[CH:5]=3)=[CH:19][CH:18]=2)[CH:13]=[CH:14][C:15]=1[OH:20]. Procedure: The title compound was prepared by reacting 6-(3,5-difluoro-4-hydroxyphenyl)-2-naphthol (300 mg, 1.10 mmol) and NCS (155 mg, 1.16 mmol) in THF (30 mL) according to method C to yield 264 mg (78%) of grey solid: mp 209-210° C.; 1H NMR (DMSO-d6): δ 7.32 (1H, d, J=8.89 Hz), 7.50-7.61 (2H, m), 7.83 (1H, d, J=8.96 Hz), 7.92 (1H, dd. J=8.94 Hz, J=1.59 Hz), 8.05 (1H, d, J=8.88 Hz), 8.22 (1H, d, J=1.19 Hz), 10.36 (1H, s), 10.54 (1H, s); MS (ESI) m/z305/307 (M−H)−.